Task: describe an organic reaction: reactants, conditions, products, and yield. Dataset: the Open Reaction Database (ORD), a public repository of structured organic reaction records Starting materials: CON, CO, CC(=O)C1CC1c1ccc(Cl)s1, Cl, c1ccncc1. Yields the product CON=C(C)C1CC1c1ccc(Cl)s1. As a reaction SMILES: [CH3:20][O:21][NH2:22].[CH3:23][OH:24].[Cl:1][c:2]1[cH:3][cH:4][c:5]([CH:7]2[CH:8]([C:10]([CH3:11])=[O:12])[CH2:9]2)[s:6]1.[ClH:19].[cH:13]1[cH:14][cH:15][n:16][cH:17][cH:18]1>>[Cl:1][c:2]1[cH:3][cH:4][c:5]([CH:7]2[CH:8]([C:10]([CH3:11])=[N:22][O:21][CH3:20])[CH2:9]2)[s:6]1.